This data is from the Open Reaction Database (ORD), a public repository of structured organic reaction records. The task is: describe an organic reaction: reactants, conditions, products, and yield Reactants: CC(C)CCN(C1CN(Cc2ccccc2)CC1NCCNC(=O)OC(C)(C)C)S(=O)(=O)c1ccc([N+](=O)[O-])cc1, Cl, C1COCCO1. Product: CC(C)CCN(C1CN(Cc2ccccc2)CC1NCCN)S(=O)(=O)c1ccc([N+](=O)[O-])cc1. RXN SMILES: [CH2:1]([c:2]1[cH:3][cH:4][cH:5][cH:6][cH:7]1)[N:8]1[CH2:9][CH:10]([NH:31][CH2:32][CH2:33][NH:34][C:35](=[O:36])[O:37][C:38]([CH3:39])([CH3:40])[CH3:41])[CH:11]([N:13]([S:14](=[O:15])(=[O:16])[c:17]2[cH:18][cH:19][c:20]([N+:23](=[O:24])[O-:25])[cH:21][cH:22]2)[CH2:26][CH2:27][CH:28]([CH3:29])[CH3:30])[CH2:12]1.[ClH:42].[O:43]1[CH2:44][CH2:45][O:46][CH2:47][CH2:48]1>>[CH2:1]([c:2]1[cH:3][cH:4][cH:5][cH:6][cH:7]1)[N:8]1[CH2:9][CH:10]([NH:31][CH2:32][CH2:33][NH2:34])[CH:11]([N:13]([S:14](=[O:15])(=[O:16])[c:17]2[cH:18][cH:19][c:20]([N+:23](=[O:24])[O-:25])[cH:21][cH:22]2)[CH2:26][CH2:27][CH:28]([CH3:29])[CH3:30])[CH2:12]1. Reactants: CC(C)(C)OC(=O)N1CCC1CO, CCCCP(CCCC)CCCC, Oc1cncc(C2CC2COCc2ccccc2)c1, Cc1ccccc1, O=C(N=NC(=O)N1CCCCC1)N1CCCCC1. Yields the product CC(C)(C)OC(=O)N1CCC1COc1cncc(C2CC2COCc2ccccc2)c1. Reaction SMILES: [C:51]([CH3:52])([CH3:53])([CH3:54])[O:55][C:56](=[O:57])[N:58]1[CH:59]([CH2:62][OH:63])[CH2:60][CH2:61]1.[CH2:19]([P:20]([CH2:21][CH2:22][CH2:23][CH3:24])[CH2:25][CH2:26][CH2:27][CH3:28])[CH2:29][CH2:30][CH3:31].[CH2:32]([c:33]1[cH:34][cH:35][cH:36][cH:37][cH:38]1)[O:39][CH2:40][CH:41]1[CH:42]([c:44]2[cH:45][c:46]([OH:50])[cH:47][n:48][cH:49]2)[CH2:43]1.[CH3:64][c:65]1[cH:66][cH:67][cH:68][cH:69][cH:70]1.[N:1]([C:2]([N:3]1[CH2:4][CH2:5][CH2:6][CH2:7][CH2:8]1)=[O:9])=[N:10][C:11]([N:12]1[CH2:13][CH2:14][CH2:15][CH2:16][CH2:17]1)=[O:18]>>[CH2:32]([c:33]1[cH:34][cH:35][cH:36][cH:37][cH:38]1)[O:39][CH2:40][CH:41]1[CH:42]([c:44]2[cH:45][c:46]([O:50][CH2:62][CH:59]3[N:58]([C:56]([O:55][C:51]([CH3:52])([CH3:53])[CH3:54])=[O:57])[CH2:61][CH2:60]3)[cH:47][n:48][cH:49]2)[CH2:43]1. The reactants are crude material, ClC1=CC=C2C=CC(=NC2=C1)C=1OC2=C(C1)C=C(C=C2)OC(C)=O (7-chloro-2-(5-acetoxybenzofuran-2-yl)quinoline). Run in CN(C=O)C (N,N-dimethylformamide), CO (methanol), [OH-].[Na+] (sodium hydroxide). Conditions: time 1 day. Yields the product ClC1=CC=C2C=CC(=NC2=C1)C=1OC2=C(C1)C=C(C=C2)O (7-chloro-2-(5-hydroxybenzofuran-2-yl)quinoline). Yield: 82.8%. Reaction SMILES: [Cl:1][C:2]1[CH:11]=[C:10]2[C:5]([CH:6]=[CH:7][C:8]([C:12]3[O:13][C:14]4[CH:20]=[CH:19][C:18]([O:21]C(=O)C)=[CH:17][C:15]=4[CH:16]=3)=[N:9]2)=[CH:4][CH:3]=1>CO.[OH-].[Na+].CN(C)C=O>[Cl:1][C:2]1[CH:11]=[C:10]2[C:5]([CH:6]=[CH:7][C:8]([C:12]3[O:13][C:14]4[CH:20]=[CH:19][C:18]([OH:21])=[CH:17][C:15]=4[CH:16]=3)=[N:9]2)=[CH:4][CH:3]=1 |f:2.3|. Procedure: To a suspension of 7-chloro-2-(5-acetoxybenzofuran-2-yl)quinoline (16.7 g) in methanol (400 ml), 1N aqueous sodium hydroxide (50 ml) was added at ambient temperature. The mixture was stirred for 1 day. After the solvent was removed under reduced pressure, the residue was suspended with water, and adjusted to pH 6-7 with diluted aqueous hydrochloric acid. After the resulting suspension was stirred at ambient temperature for 1 hour, the precipitates were collected by filtration, washed with water ... Starting materials: CC(=O)O, CO, Nc1n[nH]c2ncnc(Nc3cccc(Cl)c3)c12, O=Cc1nccs1. The product is Clc1cccc(Nc2ncnc3[nH]nc(N=Cc4nccs4)c23)c1. RXN SMILES: [CH3:19][C:20](=[O:21])[OH:22].[CH3:30][OH:31].[NH2:1][c:2]1[n:3][nH:4][c:5]2[n:6][cH:7][n:8][c:9]([NH:11][c:12]3[cH:13][c:14]([Cl:18])[cH:15][cH:16][cH:17]3)[c:10]12.[s:23]1[c:24]([CH:28]=[O:29])[n:25][cH:26][cH:27]1>>[N:1]([c:2]1[n:3][nH:4][c:5]2[n:6][cH:7][n:8][c:9]([NH:11][c:12]3[cH:13][c:14]([Cl:18])[cH:15][cH:16][cH:17]3)[c:10]12)=[CH:28][c:24]1[s:23][cH:27][cH:26][n:25]1. Reactants: O=S(Cl)Cl, Cc1ccc(C=CC(=O)O)cc1, c1ccccc1. Product: Cc1ccc(C=CC(=O)Cl)cc1. RXN SMILES: [S:1]([Cl:2])([Cl:3])=[O:4].[c:5]1([CH3:16])[cH:6][cH:7][c:8]([CH:11]=[CH:12][C:13](=[O:14])[OH:15])[cH:9][cH:10]1.[cH:17]1[cH:18][cH:19][cH:20][cH:21][cH:22]1>>[Cl:3][C:13]([CH:12]=[CH:11][c:8]1[cH:7][cH:6][c:5]([CH3:16])[cH:10][cH:9]1)=[O:14].